The task is: describe an organic reaction: reactants, conditions, products, and yield. This data is from the Open Reaction Database (ORD), a public repository of structured organic reaction records. Starting materials: NC1=C(C=CC=C1C)C(=O)C1=CC=C(C=C1)Cl ((2-amino-3-methylphenyl)(4-chlorophenyl)methanone), OO (hydrogen peroxide), ice water. Solvent: C(C)(=O)O (acetic acid). Product: ClC1=CC=C(C=C1)C=1ON=C2C1C=CC=C2C (3-(4-Chlorophenyl)-7-methyl-2,1-benzisoxazole). Isolated yield 33.6%. As a reaction SMILES: [NH2:1][C:2]1[C:7]([CH3:8])=[CH:6][CH:5]=[CH:4][C:3]=1[C:9]([C:11]1[CH:16]=[CH:15][C:14]([Cl:17])=[CH:13][CH:12]=1)=[O:10].OO>C(O)(=O)C>[Cl:17][C:14]1[CH:15]=[CH:16][C:11]([C:9]2[O:10][N:1]=[C:2]3[C:7]([CH3:8])=[CH:6][CH:5]=[CH:4][C:3]=23)=[CH:12][CH:13]=1. Procedure: A solution of 49 g (0.2 mole) of (2-amino-3-methylphenyl)(4-chlorophenyl)methanone, 1 liter of glacial acetic acid and 200 ml of 30% hydrogen peroxide was let stand at ambient temperature over the weekend. The mixture was heated on a steam bath for 1 hr and poured into 2.5 liters of ice water. The solid which precipitated was collected by filtration, washed with water, and recrystallized from 2-propanol and then from cyclohexane to yield 16.4 g (34%) of crystals, m.p. 134°-136° C.